The task is: describe an organic reaction: reactants, conditions, products, and yield. This data is from the Open Reaction Database (ORD), a public repository of structured organic reaction records. The solvent is C(C)O (ethanol). The yield is 91.4%. Starting materials: C(C)(=O)NCCC(=O)NCCNC(OCC1=CC=CC=C1)=O ([2-[[3-(acetylamino)-1-oxo-propyl]amino] ethyl] carbamic acid, phenylmethyl ester), C1CCCCC1 (cyclohexane). Reaction conditions: time 12 hour. Product: C(C)(=O)NCCC(=O)NCCN (3-(Acetylamino)-N-(2-aminoethyl)propanamide). Reaction SMILES: [C:1]([NH:4][CH2:5][CH2:6][C:7]([NH:9][CH2:10][CH2:11][NH:12]C(=O)OCC1C=CC=CC=1)=[O:8])(=[O:3])[CH3:2].C1CCCCC1>[Pd].C(O)C>[C:1]([NH:4][CH2:5][CH2:6][C:7]([NH:9][CH2:10][CH2:11][NH2:12])=[O:8])(=[O:3])[CH3:2]. Procedure: A mixture of 1.3 g of [2-[[3-(acetylamino)-1-oxo-propyl]amino] ethyl] carbamic acid, phenylmethyl ester, 25 ml of cyclohexane and 180 mg of 10% palladium on carbon in 50 ml of ethanol was heated for 1.5 hours under argon and then stirred at room temperature for 12 hours. The mixture was filtered through a pad of celite and washed with methanol. The combined filtrate and wash was evaporated, giving 670 mg of the desired compound as a white solid. Reagents/catalysts: [Pd] (palladium on carbon).